From a dataset of the Open Reaction Database (ORD), a public repository of structured organic reaction records. describe an organic reaction: reactants, conditions, products, and yield The reactants are C[Mg+].[Br-] (MeMgBr), ClC1=NC2=CC(=CC=C2C=C1F)OC (2-chloro-3-fluoro-7-methoxyquinoline), [OH-].[NH4+] (Ammonium hydroxide), Cu(I)Br. The solvent is CCOCC (ether), C1CCOC1 (THF), C1CCOC1 (THF). Reaction conditions: temperature -78 celsius, time 5 minute. The product is FC=1C(=NC2=CC(=CC=C2C1)OC)C (3-fluoro-7-methoxy-2-methylquinoline). Isolated yield 51.2%. As a reaction SMILES: [CH3:1][Mg+].[Br-].Cl[C:5]1[C:14]([F:15])=[CH:13][C:12]2[C:7](=[CH:8][C:9]([O:16][CH3:17])=[CH:10][CH:11]=2)[N:6]=1.[OH-].[NH4+]>C1COCC1.CCOCC>[F:15][C:14]1[C:5]([CH3:1])=[N:6][C:7]2[C:12]([CH:13]=1)=[CH:11][CH:10]=[C:9]([O:16][CH3:17])[CH:8]=2 |f:0.1,3.4|. Reported procedure: To a suspension of Cu(I)Br (1.49 g, 10.4 mmol) in THF (30 mL) was added 3M MeMgBr (6.93 ml, 20.8 mmol) in ether at −78° C. After stirring at −78° C. for 5 minutes, 2-chloro-3-fluoro-7-methoxyquinoline (0.55 g, 2.60 mmol) in THF (10 mL) was added. The reaction mixture was stirred at −78° C. for 1 hour, then allowed to warm to ambient temperature and stirred for 20 hours. Ammonium hydroxide (10 mL) was added slowly. The mixture was stirred at ambient temperature for 10 minutes, then passed through... The reactants are C(C)OC(=O)C=1C2=C(C=NC1)N(N=C2)C2=CC=C(C=C2)F (1-(4-fluorophenyl)-1H-pyrazolo[3,4-c]pyridine-4-carboxylic acid ethyl ester), [OH-].[K+] (potassium hydroxide), Cl (HCl). Run in O (water), CO.O (methanol water). Run at time 8 hour. Product: FC1=CC=C(C=C1)N1N=CC2=C1C=NC=C2C(=O)O (1-(4-fluorophenyl)-1H-pyrazolo[3,4-c]pyridine-4-carboxylic acid). RXN SMILES: C([O:3][C:4]([C:6]1[C:7]2[CH:14]=[N:13][N:12]([C:15]3[CH:20]=[CH:19][C:18]([F:21])=[CH:17][CH:16]=3)[C:8]=2[CH:9]=[N:10][CH:11]=1)=[O:5])C.[OH-].[K+].Cl>CO.O.O>[F:21][C:18]1[CH:19]=[CH:20][C:15]([N:12]2[C:8]3[CH:9]=[N:10][CH:11]=[C:6]([C:4]([OH:5])=[O:3])[C:7]=3[CH:14]=[N:13]2)=[CH:16][CH:17]=1 |f:1.2,4.5|. Reported procedure: A mixture of 1-(4-fluorophenyl)-1H-pyrazolo[3,4-c]pyridine-4-carboxylic acid ethyl ester (2.75 g, 9.64 mmol) and 85% potassium hydroxide pellets (6.4 g, 84 mmol) in methanol-water was warmed at reflux for 15 minutes and then stirred overnight. The mixture was then diluted with water (300 mL) and then a dilute solution of aqueous HCl (1 equivalent based on mass of KOH) was added in several portions (final pH=5). The resulting solid was collected by filtration and dried by pulling vacuum through t... The reactants are COc1cccc2c(Br)c(-c3ccc(F)cc3)nn12, CN(C)C=O, OB(O)c1ccnc(F)c1, [Na+], [Na+], O=C([O-])[O-]. The product is COc1cccc2c(-c3ccnc(F)c3)c(-c3ccc(F)cc3)nn12. As a reaction SMILES: [Br:1][c:2]1[c:3](-[c:13]2[cH:14][cH:15][c:16]([F:19])[cH:17][cH:18]2)[n:4][n:5]2[c:6]1[cH:7][cH:8][cH:9][c:10]2[O:11][CH3:12].[CH3:36][N:37]([CH3:38])[CH:39]=[O:40].[F:20][c:21]1[n:22][cH:23][cH:24][c:25]([B:27]([OH:28])[OH:29])[cH:26]1.[Na+:30].[Na+:31].[O-:32][C:33](=[O:34])[O-:35]>>[c:2]1(-[c:25]2[cH:24][cH:23][n:22][c:21]([F:20])[cH:26]2)[c:3](-[c:13]2[cH:14][cH:15][c:16]([F:19])[cH:17][cH:18]2)[n:4][n:5]2[c:6]1[cH:7][cH:8][cH:9][c:10]2[O:11][CH3:12]. Starting materials: ClC=1C(=C(C(=C(C1)C(C)O)OC)C1CCN(CC1)C(=O)OC(C)(C)C)C (tert-butyl 4-[3-chloro-5-(1-hydroxyethyl)-6-methoxy-2-methylphenyl]piperidine-1-carboxylate), N1=C(Cl)N=C(Cl)N=C1Cl (cyanuric chloride). The product is ClC=1C(=C(C(=C(C1)C(C)Cl)OC)C1CCN(CC1)C(=O)OC(C)(C)C)C (tert-Butyl 4-[3-chloro-5-(1-chloroethyl)-6-methoxy-2-methylphenyl]piperidine-1-carboxylate). As a reaction SMILES: [Cl:1][C:2]1[C:3]([CH3:26])=[C:4]([CH:13]2[CH2:18][CH2:17][N:16]([C:19]([O:21][C:22]([CH3:25])([CH3:24])[CH3:23])=[O:20])[CH2:15][CH2:14]2)[C:5]([O:11][CH3:12])=[C:6]([CH:8](O)[CH3:9])[CH:7]=1.N1C(Cl)=NC(Cl)=NC=1[Cl:29]>>[Cl:1][C:2]1[C:3]([CH3:26])=[C:4]([CH:13]2[CH2:18][CH2:17][N:16]([C:19]([O:21][C:22]([CH3:25])([CH3:24])[CH3:23])=[O:20])[CH2:15][CH2:14]2)[C:5]([O:11][CH3:12])=[C:6]([CH:8]([Cl:29])[CH3:9])[CH:7]=1. Procedure: This compound was prepared according to the procedure of Example 13 step 6, using tert-butyl 4-[3-chloro-5-(1-hydroxyethyl)-6-methoxy-2-methylphenyl]piperidine-1-carboxylate (racemic) and cyanuric chloride as the starting materials. 1H NMR (400 MHz, CDCl3): δ 7.44 (s, 1H), 5.46 (m, 1H), 4.23 (bs, 2H), 3.73 (s, 3H), 3.29 (bs, 1H), 2.78 (bs, 2H), 2.40 (s, 3H), 2.27-2.09 (m, 2H), 1.78 (d, 3H), 1.63 (m, 2H), 1.43 (s, 9H) ppm. The reactants are [BH4-], CN(CC=O)C(=O)OC(C)(C)C, C#CCN, CO, CC(C)[O-], CC(C)[O-], CC(C)[O-], CC(C)[O-], [Na+], C1CCOC1, O, [Ti+4]. The product is C#CCNCCN(C)C(=O)OC(C)(C)C. RXN SMILES: [BH4-:19].[C:1]([CH3:2])([CH3:3])([CH3:4])[O:5][C:6](=[O:7])[N:8]([CH3:9])[CH2:10][CH:11]=[O:12].[CH2:13]([C:14]#[CH:15])[NH2:16].[CH3:17][OH:18].[CH3:26][CH:27]([CH3:28])[O-:29].[CH3:31][CH:32]([CH3:33])[O-:34].[CH3:35][CH:36]([CH3:37])[O-:38].[CH3:39][CH:40]([CH3:41])[O-:42].[Na+:20].[O:21]1[CH2:22][CH2:23][CH2:24][CH2:25]1.[OH2:43].[Ti+4:30]>>[C:1]([CH3:2])([CH3:3])([CH3:4])[O:5][C:6](=[O:7])[N:8]([CH3:9])[CH2:10][CH2:11][NH:16][CH2:13][C:14]#[CH:15]. Reactants: Cc1ccccc1, O=Cc1ccccc1, O=C(C=P(c1ccccc1)(c1ccccc1)c1ccccc1)CCl. Product: O=C(C=Cc1ccccc1)CCl. RXN SMILES: [CH3:33][c:34]1[cH:35][cH:36][cH:37][cH:38][cH:39]1.[CH:25](=[O:26])[c:27]1[cH:28][cH:29][cH:30][cH:31][cH:32]1.[Cl:1][CH2:2][C:3]([CH:4]=[P:5]([c:6]1[cH:7][cH:8][cH:9][cH:10][cH:11]1)([c:12]1[cH:13][cH:14][cH:15][cH:16][cH:17]1)[c:18]1[cH:19][cH:20][cH:21][cH:22][cH:23]1)=[O:24]>>[Cl:1][CH2:2][C:3]([CH:4]=[CH:25][c:27]1[cH:28][cH:29][cH:30][cH:31][cH:32]1)=[O:24]. Starting materials: C(C)(C)(C)OC1=C(CNCC2=NC=CC=C2)C=CC=C1 (N-(2-tert-butoxybenzyl)-1-(pyridin-2-yl)methanamine), C(=O)([O-])[O-].[K+].[K+] (K2CO3), BrCCCCl (1-bromo-3-chloropropane). Yields the product C(C)(C)(C)OC1=C(CN(CCCCl)CC2=NC=CC=C2)C=CC=C1 (N-(2-tert-butoxybenzyl)-3-chloro-N-(pyridin-2-ylmethyl)propan-1-amine), oil. Yield: 65.0%. RXN SMILES: [C:1]([O:5][C:6]1[CH:20]=[CH:19][CH:18]=[CH:17][C:7]=1[CH2:8][NH:9][CH2:10][C:11]1[CH:16]=[CH:15][CH:14]=[CH:13][N:12]=1)([CH3:4])([CH3:3])[CH3:2].Br[CH2:22][CH2:23][CH2:24][Cl:25].C([O-])([O-])=O.[K+].[K+]>>[C:1]([O:5][C:6]1[CH:20]=[CH:19][CH:18]=[CH:17][C:7]=1[CH2:8][N:9]([CH2:10][C:11]1[CH:16]=[CH:15][CH:14]=[CH:13][N:12]=1)[CH2:22][CH2:23][CH2:24][Cl:25])([CH3:4])([CH3:2])[CH3:3] |f:2.3.4|. Reported procedure: Compound 19 was synthesized with 9 (0.9 g, 3.32 mmol), using 1-bromo-3-chloropropane (10.5 g, 66 mmol) and K2CO3 (0.46 g, 3.32 mmol) following a procedure analogous to that described above for 10. Purification was carried out on a silica-gel column with the following eluents: First with 100% CH2Cl2 and then 2% methanolic NH3 (7 M NH3 in methanol/98% CH2Cl2. The product was isolated as pale yellow oil (65%). 1H NMR (CDCl3) δ 8.491 (m, 1H, Ar), 7.624 (m, 1H, Ar), 7.512 (t, 1H, Ar), 7.111 (m, 2H, A...